Dataset: the Open Reaction Database (ORD), a public repository of structured organic reaction records. Task: describe an organic reaction: reactants, conditions, products, and yield Starting materials: C(=CC1=CC=CC=C1)/C/1=C/C(=O)OC1=O (styrene-maleic anhydride), FC(S(=O)(=O)[O-])(F)F.[Li+] (lithium trifluoromethane sulfonate salt). The solvent is CO (methanol). Conditions: temperature 100 celsius, time 30 hour. Yields the product C(=CC1=CC=CC=C1)/C(=C/C(=O)O)/C(=O)O (styrene-maleic acid). As a reaction SMILES: [CH:1]([C:9]1=[CH:10][C:11]([O:13][C:14]1=[O:15])=[O:12])=[CH:2][C:3]1[CH:8]=[CH:7][CH:6]=[CH:5][CH:4]=1.FC(F)(F)S([O-])(=O)=[O:19].[Li+]>CO>[CH:1](/[C:9](/[C:14]([OH:13])=[O:15])=[CH:10]/[C:11]([OH:19])=[O:12])=[CH:2][C:3]1[CH:8]=[CH:7][CH:6]=[CH:5][CH:4]=1 |f:1.2|. Reported procedure: 0.5 g of the styrene-maleic anhydride polymer (molecular weight: 1600) was mixed with 1.5 g of polyethyleneoxyglycol (molecular weight: 600) and 0.5 g of lithium trifluoromethane sulfonate salt. The mixture was dropped on an ion-conducting glass electrode and heated in an oven at 100° C. under nitrogen stream. After 30 hours, the mixture was cooled to room temperature and immersed in methanol and dried. A thin membrane of styrene-maleic acid polyethyleneoxy ester copolymer of an excellent adhesi... Reactants: CON(C(=O)C1(CC1)C)C (N-methoxy-N,1-dimethylcyclopropanecarboxamide), C(C=C)[Mg]Br (allylmagnesium bromide). The solvent is O1CCCC1 (tetrahydrofuran). Reaction conditions: temperature -60 celsius, time 1 hour. The product is CC1(CC1)C(CC=C)=O (1-(1-methylcyclopropyl)but-3-en-1-one). RXN SMILES: CON(C)[C:4]([C:6]1([CH3:9])[CH2:8][CH2:7]1)=[O:5].[CH2:11]([Mg]Br)[CH:12]=[CH2:13]>O1CCCC1>[CH3:9][C:6]1([C:4](=[O:5])[CH2:13][CH:12]=[CH2:11])[CH2:8][CH2:7]1. Reported procedure: To a solution of N-methoxy-N,1-dimethylcyclopropanecarboxamide (C50) (18 g, 0.126 mol) in tetrahydrofuran (360 mL) was added a solution of allylmagnesium bromide (1.0 M in diethyl ether, 500 mL, 0.5 mol) drop-wise at −60° C. The mixture was stirred at −60° C. for 1 hour, then was quenched with saturated aqueous ammonium chloride solution (50 mL). The reaction was extracted with dichloromethane (2×500 mL), the organic layers were washed with saturated aqueous sodium chloride solution (200 mL), dr... The reactants are [C-]#N, CC[N+](CC)(CC)CC, CN(C)C, CN(C)C=O, Nc1ccc(Oc2ccnc(Cl)n2)c2ccccc12. Yields the product N#Cc1nccc(Oc2ccc(N)c3ccccc23)n1. RXN SMILES: [C-:29]#[N:30].[CH2:31]([N+:32]([CH2:33][CH3:34])([CH2:35][CH3:36])[CH2:37][CH3:38])[CH3:39].[CH3:1][N:2]([CH3:3])[CH3:4].[CH3:24][N:25]([CH3:26])[CH:27]=[O:28].[Cl:5][c:6]1[n:7][cH:8][cH:9][c:10]([O:12][c:13]2[cH:14][cH:15][c:16]([NH2:23])[c:17]3[cH:18][cH:19][cH:20][cH:21][c:22]23)[n:11]1>>[C:1](#[N:2])[c:6]1[n:7][cH:8][cH:9][c:10]([O:12][c:13]2[cH:14][cH:15][c:16]([NH2:23])[c:17]3[cH:18][cH:19][cH:20][cH:21][c:22]23)[n:11]1. Reactants: Cl (HCl), S([O-])(O)=O.[Na+] (sodium bisulfite), ClC=1C=C(CN2C(C=3C(=C(N=C(C3CC2)C(=O)N(C)C)O)O)=O)C=CC1F (6-(3-chloro-4-fluorobenzyl)-3,4-dihydroxy-N,N-dimethyl-5-oxo-5,6,7,8-tetrahydro-2,6-naphthyridine-1-carboxamide), C[O-].C[O-].[Mg+2] (magnesium methylate), CI (methyl iodide). Run in O (Water), CO (MeOH), CS(=O)C (DMSO), CO (methanol). Run at temperature 60 celsius, time 8 hour. Product: ClC=1C=C(CN2C(C3=C(C(N(C(=C3CC2)C(=O)N(C)C)C)=O)O)=O)C=CC1F (6-(3-Chloro-4-fluorobenzyl)-4-hydroxy-N,N,2-trimethyl-3,5-dioxo-2,3,5,6,7,8-hexahydro-2,6-naphthyridine-1-carboxamide). As a reaction SMILES: [Cl:1][C:2]1[CH:3]=[C:4]([CH:24]=[CH:25][C:26]=1[F:27])[CH2:5][N:6]1[CH2:15][CH2:14][C:13]2[C:12]([C:16]([N:18]([CH3:20])[CH3:19])=[O:17])=[N:11][C:10]([OH:21])=[C:9]([OH:22])[C:8]=2[C:7]1=[O:23].[CH3:28][O-].C[O-].[Mg+2].CI.Cl.S(=O)(O)[O-].[Na+]>CS(C)=O.CO.O>[Cl:1][C:2]1[CH:3]=[C:4]([CH:24]=[CH:25][C:26]=1[F:27])[CH2:5][N:6]1[CH2:15][CH2:14][C:13]2[C:8](=[C:9]([OH:22])[C:10](=[O:21])[N:11]([CH3:28])[C:12]=2[C:16]([N:18]([CH3:20])[CH3:19])=[O:17])[C:7]1=[O:23] |f:1.2.3,6.7|. Reported procedure: To a solution of 6-(3-chloro-4-fluorobenzyl)-3,4-dihydroxy-N,N-dimethyl-5-oxo-5,6,7,8-tetrahydro-2,6-naphthyridine-1-carboxamide (0.1 g, 0.254 mmol) in dry DMSO (5 mL) was added magnesium methylate (1.097 mL of a 6-10% methanol solution, 0.792 mmol), and the reaction was heated to 60° C. for 0.5 hour. The reaction mixture was rotavapped to remove all of the MeOH. The heat gun was used to drive all MeOH from the bump bulb. The reaction was treated with methyl iodide (0.079 mL, 6.35 mmol) and allo... Reported procedure: A mixture of 1-(1,1-dimethylethyl) 4-(4-chloromethyl-2-thiazolyl)-1-piperidinecarboxylate (i.e. the product of Example 1, Step C) (0.15 g, 0.47 mmol), (1R)-1,2,3,4-tetrahydro-N-methyl-1-naphthalenamine (0.076 g, 0.47 mmol) and potassium carbonate (0.072 g, 0.52 mmol) in dry acetonitrile (5 mL) was heated at reflux for two days. Then the reaction mixture was filtered, concentrated under reduced pressure, diluted with dichloromethane, and washed with 1 N aqueous hydrochloric acid and water. The or... RXN SMILES: Cl[CH2:2][C:3]1[N:4]=[C:5]([CH:8]2[CH2:13][CH2:12][N:11]([C:14]([O:16][C:17]([CH3:20])([CH3:19])[CH3:18])=[O:15])[CH2:10][CH2:9]2)[S:6][CH:7]=1.[CH3:21][NH:22][C@H:23]1[C:32]2[C:27](=[CH:28][CH:29]=[CH:30][CH:31]=2)[CH2:26][CH2:25][CH2:24]1.C(=O)([O-])[O-].[K+].[K+]>C(#N)C>[CH3:21][N:22]([CH2:2][C:3]1[N:4]=[C:5]([CH:8]2[CH2:13][CH2:12][N:11]([C:14]([O:16][C:17]([CH3:20])([CH3:19])[CH3:18])=[O:15])[CH2:10][CH2:9]2)[S:6][CH:7]=1)[C@H:23]1[C:32]2[C:27](=[CH:28][CH:29]=[CH:30][CH:31]=2)[CH2:26][CH2:25][CH2:24]1 |f:2.3.4|. Product: CN([C@@H]1CCCC2=CC=CC=C12)CC=1N=C(SC1)C1CCN(CC1)C(=O)OC(C)(C)C (1,1-dimethylethyl 4-[4-[[methyl[(1R)-1,2,3,4-tetrahydro-1-naphthalenyl]amino]methyl]-2-thiazolyl]-1-piperidinecarboxylate). Starting materials: ClCC=1N=C(SC1)C1CCN(CC1)C(=O)OC(C)(C)C (1-(1,1-dimethylethyl) 4-(4-chloromethyl-2-thiazolyl)-1-piperidinecarboxylate), ClCC=1N=C(SC1)C1CCN(CC1)C(=O)OC(C)(C)C (1-(1,1-dimethylethyl) 4-(4-chloromethyl-2-thiazolyl)-1-piperidinecarboxylate), CN[C@@H]1CCCC2=CC=CC=C12 ((1R)-1,2,3,4-tetrahydro-N-methyl-1-naphthalenamine), C([O-])([O-])=O.[K+].[K+] (potassium carbonate). Solvent: C(C)#N (acetonitrile). Reactants: C1(=CC=C(C=C1)S(=O)(=O)Cl)C (4-Toluenesulfonyl chloride), [O-]CC.[Na+] (sodium ethoxide), C(C)ON=C(CC)C=1C(CC(CC1O)C1=C(C(=C(C(=C1C)C)C)C)OC)=O (2-[1-(ethoxyimino)propyl]-3-hydroxy-5-(2-methoxy-3,4,5,6-tetramethylphenyl)cyclohex-2-en-1-one). Run in C(C)O (ethanol), C(C)O (ethanol). Reaction conditions: time 2 hour. Product: C1(=CC=C(C=C1)S(=O)(=O)OC1=C(C(CC(C1)C1=C(C(=C(C(=C1C)C)C)C)OC)=O)C(CC)=NOCC)C (3-(4-toluenesulfonyl)oxy-2-[1-(ethoxyimino)propyl]-5-(2-methoxy-3,4,5,6-tetramethylphenyl)cyclohex-2-en-1-one). Isolated yield 101.6%. As a reaction SMILES: [O-]CC.[Na+].[CH2:5]([O:7][N:8]=[C:9]([C:12]1[C:13](=[O:31])[CH2:14][CH:15]([C:19]2[C:24]([CH3:25])=[C:23]([CH3:26])[C:22]([CH3:27])=[C:21]([CH3:28])[C:20]=2[O:29][CH3:30])[CH2:16][C:17]=1[OH:18])[CH2:10][CH3:11])[CH3:6].[C:32]1([CH3:42])[CH:37]=[CH:36][C:35]([S:38](Cl)(=[O:40])=[O:39])=[CH:34][CH:33]=1>C(O)C>[C:32]1([CH3:42])[CH:37]=[CH:36][C:35]([S:38]([O:31][C:13]2[CH2:14][CH:15]([C:19]3[C:24]([CH3:25])=[C:23]([CH3:26])[C:22]([CH3:27])=[C:21]([CH3:28])[C:20]=3[O:29][CH3:30])[CH2:16][C:17](=[O:18])[C:12]=2[C:9](=[N:8][O:7][CH2:5][CH3:6])[CH2:10][CH3:11])(=[O:40])=[O:39])=[CH:34][CH:33]=1 |f:0.1|. Procedure: A solution of sodium ethoxide (1.10 mmole) in ethanol (8.2 ml) was added to a solution of 2-[1-(ethoxyimino)propyl]-3-hydroxy-5-(2-methoxy-3,4,5,6-tetramethylphenyl)cyclohex-2-en-1-one (0.40 g, 1.10 mmole) in ethanol (50 ml). The mixture was evaporated to dryness and the residue dissolved in acetone (50 ml). 4-Toluenesulfonyl chloride (0.21 g, 1.10 mmole) was added and the mixture was stirred at room temperature for 2 hours, then evaporated to dryness under reduced pressure. The residue was puri... Starting materials: CC(C)(CC=CC(=O)O)NC(=O)OC(C)(C)C, ClCCl, CCN=C=NCCCN(C)C, CNC(=O)C(Cc1ccccc1)N(C)C(=O)C(Cc1cccc2ccccc12)NC, CCN(C(C)C)C(C)C, Cl, On1nnc2cccnc21. Yields the product CNC(=O)C(Cc1ccccc1)N(C)C(=O)C(Cc1cccc2ccccc12)N(C)C(=O)C=CCC(C)(C)NC(=O)OC(C)(C)C. Reaction SMILES: [C:1]([CH3:2])([CH3:3])([CH3:4])[O:5][C:6](=[O:7])[NH:8][C:9]([CH2:10][CH:11]=[CH:12][C:13](=[O:14])[OH:15])([CH3:16])[CH3:17].[CH2:79]([Cl:80])[Cl:81].[CH3:29][N:30]([CH3:31])[CH2:32][CH2:33][CH2:34][N:35]=[C:36]=[N:37][CH2:38][CH3:39].[CH3:40][N:41]([C:42]([CH:43]([CH2:44][c:45]1[cH:46][cH:47][cH:48][c:49]2[cH:50][cH:51][cH:52][cH:53][c:54]12)[NH:55][CH3:56])=[O:57])[CH:58]([CH2:59][c:60]1[cH:61][cH:62][cH:63][cH:64][cH:65]1)[C:66]([NH:67][CH3:68])=[O:69].[CH:70]([N:71]([CH:72]([CH3:73])[CH3:74])[CH2:75][CH3:76])([CH3:77])[CH3:78].[ClH:28].[OH:18][n:19]1[c:20]2[n:21][cH:22][cH:23][cH:24][c:25]2[n:26][n:27]1>>[C:1]([CH3:2])([CH3:3])([CH3:4])[O:5][C:6](=[O:7])[NH:8][C:9]([CH2:10][CH:11]=[CH:12][C:13](=[O:15])[N:55]([CH:43]([C:42]([N:41]([CH3:40])[CH:58]([CH2:59][c:60]1[cH:61][cH:62][cH:63][cH:64][cH:65]1)[C:66]([NH:67][CH3:68])=[O:69])=[O:57])[CH2:44][c:45]1[cH:46][cH:47][cH:48][c:49]2[cH:50][cH:51][cH:52][cH:53][c:54]12)[CH3:56])([CH3:16])[CH3:17]. The reactants are C1CCOC1, COC1(CN(CC(=O)OCc2ccccc2)C(=O)OC(C)(C)C)CCCCC1, [Li+], [OH-], O. The product is COC1(CN(CC(=O)O)C(=O)OC(C)(C)C)CCCCC1. RXN SMILES: [CH2:31]1[O:32][CH2:33][CH2:34][CH2:35]1.[CH2:3]([c:4]1[cH:5][cH:6][cH:7][cH:8][cH:9]1)[O:10][C:11]([CH2:12][N:13]([CH2:14][C:15]1([O:21][CH3:22])[CH2:16][CH2:17][CH2:18][CH2:19][CH2:20]1)[C:23](=[O:24])[O:25][C:26]([CH3:27])([CH3:28])[CH3:29])=[O:30].[Li+:2].[OH-:1].[OH2:36]>>[O:10]=[C:11]([CH2:12][N:13]([CH2:14][C:15]1([O:21][CH3:22])[CH2:16][CH2:17][CH2:18][CH2:19][CH2:20]1)[C:23](=[O:24])[O:25][C:26]([CH3:27])([CH3:28])[CH3:29])[OH:30]. Reactants: [C5 Me4)SiMe2N(t-Bu), Ti(CH3)2, B(C1=C(F)C(F)=C(F)C(F)=C1F)(C1=C(F)C(F)=C(F)C(F)=C1F)C1=C(F)C(F)=C(F)C(F)=C1F (B(C6F5)3), solution, [H][H] (hydrogen), C(C)=C1C2C=CC(C1)C2 (5-ethylidene-2-norbornene), C=C (ethylene). Conditions: time 20 minute. The product is C=C.C(C)=C1C2C=CC(C1)C2 (ethylene 5-ethylidene-2-norbornene). RXN SMILES: B(C1C(F)=C(F)C(F)=C(F)C=1F)(C1C(F)=C(F)C(F)=C(F)C=1F)[C:2]1C(F)=C(F)C(F)=C(F)[C:3]=1F.[H][H].C=C.[CH:39](=[C:41]1[CH2:46][CH:45]2[CH2:47][CH:42]1[CH:43]=[CH:44]2)[CH3:40]>>[CH2:2]=[CH2:3].[CH:39](=[C:41]1[CH2:46][CH:45]2[CH2:47][CH:42]1[CH:43]=[CH:44]2)[CH3:40] |f:4.5|. Reported procedure: The procedure of example 111 was followed using two consecutive additions of a catalyst solution prepared by mixing 5.0 micromoles of [C5 Me4)SiMe2N(t-Bu)]Ti(CH3)2 and 5.0 micromoles of the Lewis acid, B(C6F5)3, mixed in 2 mL of Isopar® E. The reaction temperature was 130° C. 1200 mL of a solution containing 50 mL of 5-ethylidene-2-norbornene in Isopar® E and 50 psi (0.34 ΔMPa) hydrogen were added. The ethylene pressure was 475 psig (3.38 MPa). The polymerization time was 20 minutes. 59.9 g of a... Yields the product CCC1CCCCN1CCC(=O)N1c2ccccc2C(=O)N(C)c2ccccc21, Cl. The reactants are CCC1CCCCN1, CCCO, CN1C(=O)c2ccccc2N(C(=O)CCCl)c2ccccc21. As a reaction SMILES: [CH2:23]([CH3:24])[CH:25]1[NH:26][CH2:27][CH2:28][CH2:29][CH2:30]1.[CH2:31]([OH:32])[CH2:33][CH3:34].[Cl:1][CH2:2][CH2:3][C:4](=[O:5])[N:6]1[c:7]2[c:8]([cH:19][cH:20][cH:21][cH:22]2)[N:9]([CH3:18])[C:10](=[O:17])[c:11]2[c:12]1[cH:13][cH:14][cH:15][cH:16]2>>[CH2:2]([CH2:3][C:4](=[O:5])[N:6]1[c:7]2[c:8]([cH:19][cH:20][cH:21][cH:22]2)[N:9]([CH3:18])[C:10](=[O:17])[c:11]2[c:12]1[cH:13][cH:14][cH:15][cH:16]2)[N:26]1[CH:25]([CH2:23][CH3:24])[CH2:30][CH2:29][CH2:28][CH2:27]1.[ClH:1].